Task: describe an organic reaction: reactants, conditions, products, and yield. Dataset: the Open Reaction Database (ORD), a public repository of structured organic reaction records Starting materials: FC=1C(=NC(=C(C1)F)NCC1=CC=C(C=C1)OC)NC(C)C (3,5-difluoro-2-isopropylamino-6-(p-methoxybenzylamino)pyridine), FC(C(=O)[O-])(F)F (trifluoroacetate). Run at time 15 minute. Yields the product NC1=NC(=C(C=C1F)F)NC(C)C (2-amino-3,5-difluoro-6-isopropylaminopyridine). The yield is 51.8%. Reaction SMILES: [F:1][C:2]1[C:3]([NH:19][CH:20]([CH3:22])[CH3:21])=[N:4][C:5]([NH:9]CC2C=CC(OC)=CC=2)=[C:6]([F:8])[CH:7]=1.FC(F)(F)C([O-])=O>>[NH2:9][C:5]1[C:6]([F:8])=[CH:7][C:2]([F:1])=[C:3]([NH:19][CH:20]([CH3:22])[CH3:21])[N:4]=1. Procedure details: To 1.9 g of 3,5-difluoro-2-isopropylamino-6-(p-methoxybenzylamino)pyridine was added 4 ml of trifluoroacetate, and the mixture was allowed to stand at room temperature for 15 minutes. The solution was concentrated under reduced pressure, and 25 ml of chloroform was added to the residue, and the solution was washed with 25 ml of 5% aqueous solution of sodium carbonate. The chloroform layer was dried over anhydrous magnesium sulfate and concentrated under reduced pressure, and the residue was subj... The reactants are C(C)(C)(C)C1=CC=C(C=C1)C=C(C)C=O (1-(p-tert.butylphenyl)-2-formyl-1-propene), ( e ), [H][H] (hydrogen). Reagents/catalysts: [Pd] (palladium/carbon). The solvent is O (water). Conditions: temperature 110 celsius. Product: C(C)(C)(C)C1=CC=C(C=C1)CC(C=O)C (3-(p-tert.butylphenyl)-2-methyl-propionaldehyde). Yield: 88.9%. RXN SMILES: [C:1]([C:5]1[CH:10]=[CH:9][C:8]([CH:11]=[C:12]([CH:14]=[O:15])[CH3:13])=[CH:7][CH:6]=1)([CH3:4])([CH3:3])[CH3:2].[H][H]>O.[Pd]>[C:1]([C:5]1[CH:6]=[CH:7][C:8]([CH2:11][CH:12]([CH3:13])[CH:14]=[O:15])=[CH:9][CH:10]=1)([CH3:4])([CH3:2])[CH3:3]. Procedure: 1420 g of 1-(p-tert.butylphenyl)-2-formyl-1-propene, prepared as described in paragraph (e), are mixed together with 6 g of 5% palladium/carbon and 6.8 g of soda in 20 ml of water at 70°-75° C. in a stirring autoclave. The autoclave is charged with hydrogen (8 atmospheres) and heated to 110° C. About 230 liters of hydrogen are absorbed after 12 hours. The crude 3-(p-tert.butyl-phenyl)-2-methyl-propionaldehyde is treated with ether, washed neutral with water and dried over sodium sulphate. After ...